This data is from the Open Reaction Database (ORD), a public repository of structured organic reaction records. The task is: describe an organic reaction: reactants, conditions, products, and yield Starting materials: C=CC(=O)Nc1ccccc1, CC1=C2CCNCC2c2ccccc21, Cl. The product is CC1=C2CCN(CCC(=O)Nc3ccccc3)CC2c2ccccc21. RXN SMILES: [C:15]([CH:16]=[CH2:17])(=[O:18])[NH:19][c:20]1[cH:21][cH:22][cH:23][cH:24][cH:25]1.[CH3:1][C:2]1=[C:14]2[CH:9]([c:8]3[c:3]1[cH:4][cH:5][cH:6][cH:7]3)[CH2:10][NH:11][CH2:12][CH2:13]2.[ClH:26]>>[CH3:1][C:2]1=[C:14]2[CH:9]([c:8]3[c:3]1[cH:4][cH:5][cH:6][cH:7]3)[CH2:10][N:11]([CH2:17][CH2:16][C:15](=[O:18])[NH:19][c:20]1[cH:21][cH:22][cH:23][cH:24][cH:25]1)[CH2:12][CH2:13]2. Reactants: N[C@H](COC=1C=CC(=NC1)OC1=CC=C(C=C1)O)C (4-[5((S)-2-Aminopropoxy)pyridin-2-yloxy]phenol), C(C)(=O)OC(C)=O (acetic anhydride). Yields the product OC1=CC=C(OC2=CC=C(C=N2)OC[C@H](C)NC(C)=O)C=C1 (N—{(S)-2-[6-(4-Hydroxyphenoxy)pyridin-3-yloxy]-1-methylethyl}acetamide). Reaction SMILES: [NH2:1][C@@H:2]([CH3:19])[CH2:3][O:4][C:5]1[CH:6]=[CH:7][C:8]([O:11][C:12]2[CH:17]=[CH:16][C:15]([OH:18])=[CH:14][CH:13]=2)=[N:9][CH:10]=1.[C:20](OC(=O)C)(=[O:22])[CH3:21]>>[OH:18][C:15]1[CH:14]=[CH:13][C:12]([O:11][C:8]2[N:9]=[CH:10][C:5]([O:4][CH2:3][C@@H:2]([NH:1][C:20](=[O:22])[CH3:21])[CH3:19])=[CH:6][CH:7]=2)=[CH:17][CH:16]=1. Procedure details: 4-[5((S)-2-Aminopropoxy)pyridin-2-yloxy]phenol (42 mg, 0.16 mmol) were reacted with acetic anhydride in analogy to example 2a. Yield: 33 mg (68%), M+H+: 303.05.